The task is: describe an organic reaction: reactants, conditions, products, and yield. This data is from the Open Reaction Database (ORD), a public repository of structured organic reaction records. The reactants are NC1=NC2=NC=C(N=C2C(=N1)N)CN(C1=CC=CC=C1)C1=CC=CC=C1 (N-[(2,4-diaminopteridin-6-yl)methyl]-N,N-diphenylamine), Br.NC1=NC=C(C(=C1)N)CBr (2,4-diamino-5-bromomethylpyridine hydrobromide), C1=CC=CC=2SC3=CC=CC=C3NC12 (phenothiazine), [H-].[Na+] (NaH). The product is NC1=NC=C(C(=N1)N)CC=1C=CC=C2SC=3C=CC=CC3NC12 (9-[(2,4-Diaminopyrimidin-5-yl)methyl]phenothiazine). As a reaction SMILES: [NH2:1][C:2]1[N:11]=[C:10](N)[C:9]2[C:4](=[N:5]C=C(CN(C3C=CC=CC=3)C3C=CC=CC=3)N=2)[N:3]=1.[CH:27]1[C:40]2[NH:39][C:38]3[C:33](=[CH:34][CH:35]=[CH:36][CH:37]=3)[S:32][C:31]=2[CH:30]=[CH:29][CH:28]=1.[H-].[Na+].Br.N[C:45]1C=C(N)C(CBr)=CN=1>>[NH2:1][C:2]1[N:3]=[C:4]([NH2:5])[C:9]([CH2:45][C:37]2[CH:36]=[CH:35][CH:34]=[C:33]3[C:38]=2[NH:39][C:40]2[CH:27]=[CH:28][CH:29]=[CH:30][C:31]=2[S:32]3)=[CH:10][N:11]=1 |f:2.3,4.5|. Procedure details: 9-[(2,4-Diaminopyrimidin-5-yl)methyl]phenothiazine (Formula I: Ar=2,4-diaminopyrimidin-5-yl; W=CH2; X=N; Z=S; m=n=0) is prepared similarly to N-[(2,4-diaminopteridin-6-yl)methyl]-N,N-diphenylamine as disclosed above by using phenothiazine (159 mg, 0.8 mmol), NaH (50 mg, 2.1 mmol), and 2,4-diamino-5-bromomethylpyridine hydrobromide (86 mg, 0.3 mmol). The product can be purified by chromatography. Starting materials: [H-].[Na+] (Sodium hydride), IC (iodomethane), COC(C[C@@H]1CC[C@H](CC1)O)=O (trans-(4-Hydroxy-cyclohexyl)-acetic acid methyl ester). Run in CN(C)C=O (DMF). Conditions: temperature 2.5 celsius, time 4 hour. Yields the product COC(C[C@@H]1CC[C@H](CC1)OC)=O (trans-(4-methoxy-cyclohexyl)-acetic acid methyl ester). The yield is 103.9%. RXN SMILES: [CH3:1][O:2][C:3](=[O:12])[CH2:4][C@H:5]1[CH2:10][CH2:9][C@H:8]([OH:11])[CH2:7][CH2:6]1.[H-].[Na+].I[CH3:16]>CN(C=O)C>[CH3:1][O:2][C:3](=[O:12])[CH2:4][C@H:5]1[CH2:10][CH2:9][C@H:8]([O:11][CH3:16])[CH2:7][CH2:6]1 |f:1.2|. Reported procedure: trans-(4-Hydroxy-cyclohexyl)-acetic acid methyl ester (500 mg, 2.90 mmol) were dissolved in 1.5 ml DMF and cooled to 0-5° C. Sodium hydride (190 mg, 4.35 mmol, 55%) and iodomethane (3.62 ml, 23.2 mmol) were added and the reaction mixture stirred for 4 hours at 0-5° C. The reaction mixture was quenched with saturated NaHCO3-solution and extracted with dichloromethane. The organic extract was washed with brine, dried with sodium sulfate, filtered and evaporated. The crude product (561 mg, quant.) ... Reactants: Cc1c(N)cccc1Cl, O=N[O-], [Na+], O, O=S(=O)(O)O. The product is Cc1c(O)cccc1Cl. RXN SMILES: [Cl:6][c:7]1[c:8]([CH3:14])[c:9]([NH2:10])[cH:11][cH:12][cH:13]1.[N:15](=[O:16])[O-:17].[Na+:18].[OH2:19].[S:1](=[O:2])(=[O:3])([OH:4])[OH:5]>>[Cl:6][c:7]1[c:8]([CH3:14])[c:9]([OH:16])[cH:11][cH:12][cH:13]1. Reactants: CI, CN(C)C=O, Cl, [H-], [Na+], O, N#Cc1ccc(N2CCC(CO)C2)c2ccccc12. Yields the product COCC1CCN(c2ccc(C#N)c3ccccc23)C1. As a reaction SMILES: [CH3:23][I:24].[CH3:26][N:27]([CH3:28])[CH:29]=[O:30].[ClH:1].[H-:21].[Na+:22].[OH2:25].[OH:2][CH2:3][CH:4]1[CH2:5][N:6]([c:9]2[cH:10][cH:11][c:12]([C:19]#[N:20])[c:13]3[cH:14][cH:15][cH:16][cH:17][c:18]23)[CH2:7][CH2:8]1>>[O:2]([CH2:3][CH:4]1[CH2:5][N:6]([c:9]2[cH:10][cH:11][c:12]([C:19]#[N:20])[c:13]3[cH:14][cH:15][cH:16][cH:17][c:18]23)[CH2:7][CH2:8]1)[CH3:23].